Dataset: the Open Reaction Database (ORD), a public repository of structured organic reaction records. Task: describe an organic reaction: reactants, conditions, products, and yield Reactants: BrC1=NC(=CC2=CC(=CC=C12)O)NC1=NNC(=C1)C (1-Bromo-3-(5-methyl-1H-pyrazol-3-ylamino)-isoquinolin-6-ol), COC=1C=C(C=CC1)B(O)O (3-methoxy-phenylboronic acid), C(=O)([O-])[O-].[Na+].[Na+] (Na2CO3), CN(C=O)C (N,N-dimethylformamide). Reagents/catalysts: C=1C=CC(=CC1)[P](C=2C=CC=CC2)(C=3C=CC=CC3)[Pd]([P](C=4C=CC=CC4)(C=5C=CC=CC5)C=6C=CC=CC6)([P](C=7C=CC=CC7)(C=8C=CC=CC8)C=9C=CC=CC9)[P](C=1C=CC=CC1)(C=1C=CC=CC1)C=1C=CC=CC1 (Tetrakis(triphenylphosphine)palladium(0)). The solvent is O (water). Reaction conditions: temperature 180 celsius. Yields the product COC=1C=C(C=CC1)C1=NC(=CC2=CC(=CC=C12)O)NC1=NNC(=C1)C (1-(3-methoxy-phenyl)-3-(5-methyl-1H-pyrazol-3-ylamino)-isoquinolin-6-ol). Yield: 55.3%. Reaction SMILES: Br[C:2]1[C:11]2[C:6](=[CH:7][C:8]([OH:12])=[CH:9][CH:10]=2)[CH:5]=[C:4]([NH:13][C:14]2[CH:18]=[C:17]([CH3:19])[NH:16][N:15]=2)[N:3]=1.[CH3:20][O:21][C:22]1[CH:23]=[C:24](B(O)O)[CH:25]=[CH:26][CH:27]=1.C([O-])([O-])=O.[Na+].[Na+].CN(C)C=O>C1C=CC([P]([Pd]([P](C2C=CC=CC=2)(C2C=CC=CC=2)C2C=CC=CC=2)([P](C2C=CC=CC=2)(C2C=CC=CC=2)C2C=CC=CC=2)[P](C2C=CC=CC=2)(C2C=CC=CC=2)C2C=CC=CC=2)(C2C=CC=CC=2)C2C=CC=CC=2)=CC=1.O>[CH3:20][O:21][C:22]1[CH:27]=[C:26]([C:2]2[C:11]3[C:6](=[CH:7][C:8]([OH:12])=[CH:9][CH:10]=3)[CH:5]=[C:4]([NH:13][C:14]3[CH:18]=[C:17]([CH3:19])[NH:16][N:15]=3)[N:3]=2)[CH:25]=[CH:24][CH:23]=1 |f:2.3.4,^1:45,47,66,85|. Reported procedure: The mixture of 1-Bromo-3-(5-methyl-1H-pyrazol-3-ylamino)-isoquinolin-6-ol (300 mg), 3-methoxy-phenylboronic acid (318 mg), Na2CO3 (400 mg), Tetrakis(triphenylphosphine)palladium(0) (100 mg), N,N-dimethylformamide (DMF) (2 ml) and water (2 ml) was heated at 180° C. for 30 minutes under microwave irradiation. After reaction finished, the mixture was sent to preparative LC-MS and 1-(3-methoxy-phenyl)-3-(5-methyl-1H-pyrazol-3-ylamino)-isoquinolin-6-ol (180 mg) was produced as a solid. LC-MS m/e 347(... Starting materials: [I-].C[N+]1=CC2=CC(=C(C=C2CC1)OC)OC (2-methyl-6,7-dimethoxy-3,4-dihydro-isoquinolinium iodide), compound, C(C)OC1=C2COC(=O)C2=C(C(=C1OCC)OCC)[N+](=O)[O-] (4,5,6-triethoxy-7-nitrophthalide), C([O-])([O-])=O.[K+].[K+] (potassium carbonate), CO (methanol). Run in O (water). The product is CN1C(C2=CC(=C(C=C2CC1)OC)OC)C1OC(=O)C2=C(C(=C(C(=C12)OCC)OCC)OCC)[N+](=O)[O-] (2-methyl-6,7-dimethoxy-1[4,5,6-triethoxy-7-nitro-3-phthalidyl]-1,2,3,4-tetrahydro-isoquinoline). RXN SMILES: [I-].[CH3:2][N+:3]1[CH2:12][CH2:11][C:10]2[C:5](=[CH:6][C:7]([O:15][CH3:16])=[C:8]([O:13][CH3:14])[CH:9]=2)[CH:4]=1.[CH2:17]([O:19][C:20]1[C:29]([O:30][CH2:31][CH3:32])=[C:28]([O:33][CH2:34][CH3:35])[C:27]([N+:36]([O-:38])=[O:37])=[C:26]2[C:21]=1[CH2:22][O:23][C:24]2=[O:25])[CH3:18].C(=O)([O-])[O-].[K+].[K+].CO>O>[CH3:2][N:3]1[CH2:12][CH2:11][C:10]2[C:5](=[CH:6][C:7]([O:15][CH3:16])=[C:8]([O:13][CH3:14])[CH:9]=2)[CH:4]1[CH:22]1[C:21]2[C:26](=[C:27]([N+:36]([O-:38])=[O:37])[C:28]([O:33][CH2:34][CH3:35])=[C:29]([O:30][CH2:31][CH3:32])[C:20]=2[O:19][CH2:17][CH3:18])[C:24](=[O:25])[O:23]1 |f:0.1,3.4.5|. Reported procedure: 200 g (0.6 mole) of 2-methyl-6,7-dimethoxy-3,4-dihydro-isoquinolinium iodide (prepared in the same manner as the compound of Example A) 186 g of 4,5,6-triethoxy-7-nitrophthalide and 100 g of potassium carbonate are added to 1.5 l of methanol while stirring. The reaction mixture is stirred for 24 hours at a temperature below the boiling point of the solvent, and is then allowed to cool; 900 ml of water is added and the reaction solution is allowed to crystallise. The solution is filtered, rinsed ... Starting materials: Oc1n[nH]cc1-c1cccc(Br)c1, CC(=O)OC(C)=O, O, c1ccncc1. Product: CC(=O)n1cc(-c2cccc(Br)c2)c(O)n1. As a reaction SMILES: [Br:1][c:2]1[cH:3][c:4](-[c:8]2[c:9]([OH:13])[n:10][nH:11][cH:12]2)[cH:5][cH:6][cH:7]1.[CH3:14][C:15](=[O:16])[O:17][C:18](=[O:19])[CH3:20].[OH2:21].[cH:22]1[cH:23][cH:24][n:25][cH:26][cH:27]1>>[Br:1][c:2]1[cH:3][c:4](-[c:8]2[c:9]([OH:13])[n:10][n:11]([C:15]([CH3:14])=[O:16])[cH:12]2)[cH:5][cH:6][cH:7]1.